Dataset: the Open Reaction Database (ORD), a public repository of structured organic reaction records. Task: describe an organic reaction: reactants, conditions, products, and yield The reactants are [H-].[Na+] (sodium hydride), O (water), CONC(C1=CC=C(C=C1)Cl)=O (N-methoxy-p-chlorobenzamide), C(C#C)Br (propargyl bromide). Solvent: O1CCCC1 (tetrahydrofuran). Product: CON(C(C1=CC=C(C=C1)Cl)=O)CC#C (N-methoxy-N-propargyl-p-chlorobenzamide). Isolated yield 36.5%. Reaction SMILES: [H-].[Na+].[CH3:3][O:4][NH:5][C:6](=[O:14])[C:7]1[CH:12]=[CH:11][C:10]([Cl:13])=[CH:9][CH:8]=1.[CH2:15](Br)[C:16]#[CH:17].O>O1CCCC1>[CH3:3][O:4][N:5]([CH2:17][C:16]#[CH:15])[C:6](=[O:14])[C:7]1[CH:12]=[CH:11][C:10]([Cl:13])=[CH:9][CH:8]=1 |f:0.1|. Reported procedure: 0.22 g of sodium hydride (60% in oil) was suspended in 10 ml of tetrahydrofuran, and 1.0 g of N-methoxy-p-chlorobenzamide and 0.68 g of propargyl bromide were added thereto in this order while being cooled with ice. The mixture was heat-refluxed for 8 hours. After completion of the reaction, water was added to the reaction solution, and the mixture was extracted with ethyl acetate. The extract was dried, concentrated and purified by silica gel column chromatography to obtain 0.44 g of N-methoxy-... Yield: 101.8%. The reactants are C(C)C=1N=C(N(C(C1C=O)=O)CC1=CC=C(C=C1)C=1C(=CC=CC1)C#N)CCC (4′-[(4-ethyl-5-formyl-6-oxo-2-propylpyrimidin-1(6H)-yl)methyl]biphenyl-2-carbonitrile), P(=O)(O)(O)[O-].[Na+] (sodium dihydrogen phosphate), CC(C)=CC (2-methyl-2-butene), Cl(=O)[O-].[Na+] (sodium chlorite). Solvent: C(C)(C)(C)O (tert-butyl alcohol), O (water), C(C)(=O)OCC (ethyl acetate). Product: C(#N)C1=C(C=CC=C1)C1=CC=C(C=C1)CN1C(=NC(=C(C1=O)C(=O)O)CC)CCC (1-[(2′-cyanobiphenyl-4-yl)methyl]-4-ethyl-6-oxo-2-propyl-1,6-dihydropyrimidine-5-carboxylic acid). Run at time 1 hour. Procedure: To a solution of 4′-[(4-ethyl-5-formyl-6-oxo-2-propylpyrimidin-1(6H)-yl)methyl]biphenyl-2-carbonitrile (0.5 g), sodium dihydrogen phosphate (0.93 g) and 2-methyl-2-butene (4 mL) in tert-butyl alcohol (10 mL)—water (8 mL) was added sodium chlorite (0.7 g), and the mixture was stirred at room temperature for 1 hr. The reaction mixture was diluted with ethyl acetate, washed with 1 M hydrochloric acid and then with saturated brine, and dried over anhydrous sodium sulfate. The solvent was evaporated ... Reaction SMILES: [CH2:1]([C:3]1[N:4]=[C:5]([CH2:27][CH2:28][CH3:29])[N:6]([CH2:12][C:13]2[CH:18]=[CH:17][C:16]([C:19]3[C:20]([C:25]#[N:26])=[CH:21][CH:22]=[CH:23][CH:24]=3)=[CH:15][CH:14]=2)[C:7](=[O:11])[C:8]=1[CH:9]=[O:10])[CH3:2].P([O-])(O)(O)=[O:31].[Na+].CC(=CC)C.Cl([O-])=O.[Na+]>C(O)(C)(C)C.C(OCC)(=O)C.O>[C:25]([C:20]1[CH:21]=[CH:22][CH:23]=[CH:24][C:19]=1[C:16]1[CH:17]=[CH:18][C:13]([CH2:12][N:6]2[C:7](=[O:11])[C:8]([C:9]([OH:31])=[O:10])=[C:3]([CH2:1][CH3:2])[N:4]=[C:5]2[CH2:27][CH2:28][CH3:29])=[CH:14][CH:15]=1)#[N:26] |f:1.2,4.5|. Starting materials: ClC1=C2C(=NC=C1F)N(C(=C2)I)S(=O)(=O)C2=CC=CC=C2 (4-chloro-5-fluoro-2-iodo-1-(phenylsulfonyl)-1H-pyrrolo[2,3-b]pyridine), CC1(OB(OC1(C)C)C1=CCN(CC1)C(=O)OC(C)(C)C)C (tert-butyl 4-(4,4,5,5-tetramethyl-1,3,2-dioxaborolan-2-yl)-5,6-dihydropyridine-1(2H)-carboxylate), C([O-])(O)=O.[Na+] (sodium bicarbonate). The reagents and catalysts are C=1C=CC(=CC1)[P](C=2C=CC=CC2)(C=3C=CC=CC3)[Pd]([P](C=4C=CC=CC4)(C=5C=CC=CC5)C=6C=CC=CC6)([P](C=7C=CC=CC7)(C=8C=CC=CC8)C=9C=CC=CC9)[P](C=1C=CC=CC1)(C=1C=CC=CC1)C=1C=CC=CC1 (tetrakis(triphenylphosphine)palladium). Run in CN(C=O)C (N,N-dimethylformamide), O.[Cl-].[Na+].O (water brine). Conditions: temperature 80 celsius. Yields the product ClC1=C2C(=NC=C1F)N(C(=C2)C2=CCN(CC2)C(=O)OC(C)(C)C)S(=O)(=O)C2=CC=CC=C2 (tert-butyl 4-(4-chloro-5-fluoro-1-(phenylsulfonyl)-1H-pyrrolo[2,3-b]pyridin-2-yl)-5,6-dihydropyridine-1(2H)-carboxylate). Reaction SMILES: [Cl:1][C:2]1[C:7]([F:8])=[CH:6][N:5]=[C:4]2[N:9]([S:13]([C:16]3[CH:21]=[CH:20][CH:19]=[CH:18][CH:17]=3)(=[O:15])=[O:14])[C:10](I)=[CH:11][C:3]=12.CC1(C)C(C)(C)OB([C:30]2[CH2:35][CH2:34][N:33]([C:36]([O:38][C:39]([CH3:42])([CH3:41])[CH3:40])=[O:37])[CH2:32][CH:31]=2)O1.C(=O)(O)[O-].[Na+]>CN(C)C=O.O.[Cl-].[Na+].O.C1C=CC([P]([Pd]([P](C2C=CC=CC=2)(C2C=CC=CC=2)C2C=CC=CC=2)([P](C2C=CC=CC=2)(C2C=CC=CC=2)C2C=CC=CC=2)[P](C2C=CC=CC=2)(C2C=CC=CC=2)C2C=CC=CC=2)(C2C=CC=CC=2)C2C=CC=CC=2)=CC=1>[Cl:1][C:2]1[C:7]([F:8])=[CH:6][N:5]=[C:4]2[N:9]([S:13]([C:16]3[CH:21]=[CH:20][CH:19]=[CH:18][CH:17]=3)(=[O:15])=[O:14])[C:10]([C:30]3[CH2:35][CH2:34][N:33]([C:36]([O:38][C:39]([CH3:42])([CH3:41])[CH3:40])=[O:37])[CH2:32][CH:31]=3)=[CH:11][C:3]=12 |f:2.3,5.6.7.8,^1:61,63,82,101|. Procedure: A mixture of Example 231B (6.70 g, 15.34 mmol), tert-butyl 4-(4,4,5,5-tetramethyl-1,3,2-dioxaborolan-2-yl)-5,6-dihydropyridine-1(2H)-carboxylate (4.89 g, 15.81 mmol), tetrakis(triphenylphosphine)palladium (0.532 g, 0.460 mmol), and sodium bicarbonate solution (40 mL, 15.34 mmol) in N,N-dimethylformamide (160 mL) was degassed and heated at 80° C. overnight. The mixture was diluted with water/brine and extracted with ethyl acetate (twice). The combined organic layers were washed with water, dried ... The reactants are ClS(=O)(=O)O (chlorosulfonic acid), ( C ), ClS(=O)(=O)O (chlorosulfonic acid), C1(=CC=CC=C1)P(O)(O)=O (Phenylphosphonic acid), ClS(=O)(=O)O (chlorosulfonic acid), C1(=CC=CC=C1)P(O)(O)=O (phenylphosphonic acid), ClS(=O)(=O)O (chlorosulfonic acid), C1(=CC=CC=C1)P(O)(O)=O (phenylphosphonic acid), C1(=CC=CC=C1)P(O)(O)=O (phenylphosphonic acid), [Cl-].[Na+] (sodium chloride). Conditions: temperature 140 celsius. Yields the product P(=O)(O)(O)C=1C=C(C=CC1)S(=O)(=O)Cl (m-phosphonobenzenesulfonyl chloride). As a reaction SMILES: [C:1]1([P:7](=[O:10])([OH:9])[OH:8])[CH:6]=[CH:5][CH:4]=[CH:3][CH:2]=1.[Cl:11][S:12](O)(=[O:14])=[O:13].[Cl-].[Na+]>>[P:7]([C:1]1[CH:6]=[C:5]([S:12]([Cl:11])(=[O:14])=[O:13])[CH:4]=[CH:3][CH:2]=1)([OH:9])([OH:8])=[O:10] |f:2.3|. Procedure details: The preparation was undertaken as a modification of the process for forming 3-carboxybenzenesulfonyl chloride as reported in J. Chem. Soc. (C), page 11 et seq. (1968) by R. J. W. Cremlyn. Phenylphosphonic acid was added in portions to chlorosulfonic acid; about 10 moles of chlorosulfonic acid per mole of phenylphosphonic acid were employed. The initial mixing step was exothermic, causing the temperature of the mixture to rise to about 90° C. After completion of the addition of the phenylphosphon...